This data is from the Open Reaction Database (ORD), a public repository of structured organic reaction records. The task is: describe an organic reaction: reactants, conditions, products, and yield Yields the product CC1=CCC(CC1)C#CC1=CC=C(C=C1)OC (4-(4-Methyl-3-cyclohexenylethynyl)anisole). RXN SMILES: [CH3:1][C:2]1[CH2:7][CH2:6][CH:5]([C:8]#[CH:9])[CH2:4][CH:3]=1.Br[C:11]1[CH:16]=[CH:15][C:14]([O:17][CH3:18])=[CH:13][CH:12]=1.C1(P(C2C=CC=CC=2)C2C=CC=CC=2)C=CC=CC=1.C(NCCC)CC>[Pd].Cl[Pd]Cl.O.C([O-])(=O)C.[Cu+2].C([O-])(=O)C.C(NC(C)C)(C)C>[CH3:1][C:2]1[CH2:7][CH2:6][CH:5]([C:8]#[C:9][C:11]2[CH:16]=[CH:15][C:14]([O:17][CH3:18])=[CH:13][CH:12]=2)[CH2:4][CH:3]=1 |f:6.7.8.9|. The reagents and catalysts are O.C(C)(=O)[O-].[Cu+2].C(C)(=O)[O-] (copper (II) acetate monohydrate), [Pd] (palladium), Cl[Pd]Cl (PdCl2). Procedure details: To a round-bottom flask equipped with a stirbar is added acetylene 4F (R=methyl) (2 g), 4-bromoanisole (3.40 g), palladium catalyst (made by mixing together 29.11 g triphenylphosphine, 3.28 g PdCl2, and 200 mL dipropylamine; refluxing the slurry for 3 hours to get a yellow slurry; cooling to room temperature; adding 3.69 g copper (II) acetate monohydrate; refluxing 1 hour; cooling and storing in the freezer) (330 mg), and diisopropylamine (80 mL). A stream of dry nitrogen is bubbled through this... Reactants: CC1=CCC(CC1)C#C (4-Methyl-3-cyclohexenylacetylene), BrC1=CC=C(C=C1)OC (4-bromoanisole), C1(=CC=CC=C1)P(C1=CC=CC=C1)C1=CC=CC=C1 (triphenylphosphine), C(CC)NCCC (dipropylamine). The solvent is C(C)(C)NC(C)C (diisopropylamine). Reaction SMILES: [CH3:1][C:2]1[N:3]=[C:4]([N:10]2[CH2:14][CH2:13][N:12]([CH2:15][C:16]3[CH:21]=[CH:20][C:19]([C:22]([F:25])([F:24])[F:23])=[CH:18][CH:17]=3)[C:11]2=[O:26])[S:5][C:6]=1[C:7]([NH2:9])=O.CO[C:29](OC)([N:31](C)C)[CH3:30].C(O)(=O)C.O.[NH2:41]N>O1CCOCC1>[CH3:1][C:2]1[N:3]=[C:4]([N:10]2[CH2:14][CH2:13][N:12]([CH2:15][C:16]3[CH:21]=[CH:20][C:19]([C:22]([F:25])([F:24])[F:23])=[CH:18][CH:17]=3)[C:11]2=[O:26])[S:5][C:6]=1[C:7]1[NH:31][C:29]([CH3:30])=[N:41][N:9]=1 |f:3.4|. Yield: 56.8%. Starting materials: CC=1N=C(SC1C(=O)N)N1C(N(CC1)CC1=CC=C(C=C1)C(F)(F)F)=O (4-methyl-2-(2-oxo-3-(4-(trifluoromethyl)benzyl)imidazolidin-1-yl)thiazole-5-carboxamide), COC(C)(N(C)C)OC (N,N-dimethylacetamide dimethylacetal), C(C)(=O)O (acetic acid), O.NN (hydrazine monohydrate). Yields the product CC=1N=C(SC1C1=NN=C(N1)C)N1C(N(CC1)CC1=CC=C(C=C1)C(F)(F)F)=O (1-(4-methyl-5-(5-methyl-4H-1,2,4-triazol-3-yl)thiazol-2-yl)-3-(4-(trifluoromethyl)benzyl)imidazolidin-2-one). Procedure details: To a solution of 4-methyl-2-(2-oxo-3-(4-(trifluoromethyl)benzyl)imidazolidin-1-yl)thiazole-5-carboxamide (0.19 g, 0.50 mmol) in anhydrous 1,4-dioxane (5.0 mL) was added N,N-dimethylacetamide dimethylacetal (0.50 g, 3.50 mmol). The resulting mixture was refluxed for 16 h and concentrated in vacuo and acetic acid (5.0 mL) and hydrazine monohydrate (0.15 g, 3.00 mmol) was slowly added to the residue. The reaction mixture was stirred at 100° C. for 4 h and concentrated in vacuo. The residue was susp... Reaction conditions: temperature 100 celsius, time 4 hour. The solvent is O1CCOCC1 (1,4-dioxane). Reactants: CS(C)=O, CI, CCOC(=O)Cc1cc(C)c(C(=O)c2ccc(Cl)cc2)n1C, [H-], [Na+], O. Reaction SMILES: [CH3:23][S:24](=[O:25])[CH3:26].[CH3:29][I:30].[Cl:1][c:2]1[cH:3][cH:4][c:5]([C:6](=[O:7])[c:8]2[c:9]([CH3:20])[cH:10][c:11]([CH2:14][C:15](=[O:16])[O:17][CH2:18][CH3:19])[n:12]2[CH3:13])[cH:21][cH:22]1.[H-:27].[Na+:28].[OH2:31]>>[Cl:1][c:2]1[cH:3][cH:4][c:5]([C:6](=[O:7])[c:8]2[c:9]([CH3:20])[cH:10][c:11]([CH:14]([C:15](=[O:16])[O:17][CH2:18][CH3:19])[CH3:23])[n:12]2[CH3:13])[cH:21][cH:22]1. Yields the product CCOC(=O)C(C)c1cc(C)c(C(=O)c2ccc(Cl)cc2)n1C. The reactants are OCCOC1=CC=C(C(C(=O)O)O)C=C1 (4-(2-hydroxyethoxy)mandelic acid), OCCOC1=CC=C(C(C(=O)O)O)C=C1 (4-(2-hydroxyethoxy)mandelic acid), C1=CC(=CC=C1O)C (p-cresol). Run in O (water). Yields the product OCCOC1=CC=C(C=C1)C1C(OC2=C1C=C(C=C2)C)=O (3-[4-(2-hydroxyethoxy)phenyl]-5-methylbenzofuran-2-one). Yield: 58.0%. RXN SMILES: [OH:1][CH2:2][CH2:3][O:4][C:5]1[CH:15]=[CH:14][C:8]([CH:9](O)[C:10]([OH:12])=[O:11])=[CH:7][CH:6]=1.[CH:16]1[C:21](O)=[CH:20][CH:19]=[C:18]([CH3:23])[CH:17]=1>O>[OH:1][CH2:2][CH2:3][O:4][C:5]1[CH:15]=[CH:14][C:8]([CH:9]2[C:16]3[CH:17]=[C:18]([CH3:23])[CH:19]=[CH:20][C:21]=3[O:12][C:10]2=[O:11])=[CH:7][CH:6]=1. Procedure: A suspension of 8.5 g (40.0 mmol) of 4-(2-hydroxyethoxy)mandelic acid (compound (201), Example 10, Table 2) and 12.0 g (110 mmol) of p-cresol is maintained at 180° C. under a nitrogen atmosphere for 75 minutes, during which the water formed distils off. Excess p-cresol is then distilled off in a vacuum rotary evaporator. Chromatography of the residue on silica gel using the eluent system 9:1 dichloromethane/ethyl acetate gives 6.6 g (58%) of 3-[4-(2-hydroxyethoxy)phenyl]-5-methylbenzofuran-2-one... Starting materials: CON(C(=O)C=1C=CC2=C(C=C(O2)CCN2[C@@H](CCC2)C)C1)C (N-methoxy-N-methyl-2-{2-[(2R)-2-methyl-1-pyrrolidinyl]ethyl}-1-benzofuran-5-carboxamide), CC1=CC=C(C=C1)[Mg]Br (4-methylphenylmagnesium bromide). Yields the product CC1=CC=C(C=C1)C(=O)C=1C=CC2=C(C=C(O2)CCN2[C@@H](CCC2)C)C1 ((4-methylphenyl)(2-{2-[(2R)-2-methyl-1-pyrrolidinyl]ethyl}-1-benzofuran-5-yl)methanone). Reaction SMILES: CON(C)[C:4]([C:6]1[CH:7]=[CH:8][C:9]2[O:13][C:12]([CH2:14][CH2:15][N:16]3[CH2:20][CH2:19][CH2:18][C@H:17]3[CH3:21])=[CH:11][C:10]=2[CH:22]=1)=[O:5].[CH3:24][C:25]1[CH:30]=[CH:29][C:28]([Mg]Br)=[CH:27][CH:26]=1>>[CH3:24][C:25]1[CH:30]=[CH:29][C:28]([C:4]([C:6]2[CH:7]=[CH:8][C:9]3[O:13][C:12]([CH2:14][CH2:15][N:16]4[CH2:20][CH2:19][CH2:18][C@H:17]4[CH3:21])=[CH:11][C:10]=3[CH:22]=2)=[O:5])=[CH:27][CH:26]=1. Reported procedure: The product from Example 71E and 4-methylphenylmagnesium bromide were processed as described in Example 71F to provide the title compound. 1HNMR (300 MHz, CD3OD) δ 1.48 (d, 3H), 1.75 (m, 1H), 2.1 (m, 2H), 2.38 (m, 1H), 2.45 (s, 3H), 3.30 (m, 4H), 3.57 (m, 1H), 3.80 (m, 2H), 6.85 (s, 1H), 7.38 (dd, 2H), 7.60 (dd, 1H), 7.70 (dd, 2H), 7.75 (dd, 1H), 8.0 (d, 1H); MS (ESI) m/z 348 (M+H)+. Starting materials: NC1=CC=C2C(OC(=O)C2=C1)CCCC (6-Amino-3-butyl-phthalide), CC(=O)C (acetone). The reagents and catalysts are [Pd] (Pd—C). The solvent is C(C)O (ethanol). Yields the product C(CCC)C1OC(=O)C2=CC(=CC=C12)NC(C)C (3-Butyl-6-(isopropylamino)-phthalide). As a reaction SMILES: [NH2:1][C:2]1[CH:11]=[C:10]2[C:5]([CH:6]([CH2:12][CH2:13][CH2:14][CH3:15])[O:7][C:8]2=[O:9])=[CH:4][CH:3]=1.[CH3:16][C:17]([CH3:19])=O>C(O)C.[Pd]>[CH2:12]([CH:6]1[C:5]2[C:10](=[CH:11][C:2]([NH:1][CH:17]([CH3:19])[CH3:16])=[CH:3][CH:4]=2)[C:8](=[O:9])[O:7]1)[CH2:13][CH2:14][CH3:15]. Reported procedure: To a solution of 4.1 g (20.0 mmol) of compound obtained in Example 4 in 4 ml of acetone and 96 ml of anhydrous ethanol there is added 10% Pd—C catalyst. The mixture is hydrogenated under a hydrogen pressure of 3-3.5 kg/cm2. After the absorption of hydrogen is complete, the catalyst is filtered off and the filtrate is concentrated in vacuo to dryness. The residue is crystallised from dilute ethanol to give the title compound. Starting materials: ClC1=NC(=CC=C1)OC (2-chloro-6-methoxypyridine), C(C(C)C)N (isobutylamine), C[Si]([N-][Si](C)(C)C)(C)C.[Li+] (lithium hexamethyldisilazide), O1CCCC1 (tetrahydrofuran). Reaction conditions: temperature 70 celsius, time 8 hour. Product: COC1=CC=CC(=N1)NCC(C)C (6-(methyloxy)-N-(2-methylpropyl)-2-pyridinamine). Yield: 7.0%. Reaction SMILES: Cl[C:2]1[CH:7]=[CH:6][CH:5]=[C:4]([O:8][CH3:9])[N:3]=1.[CH2:10]([NH2:14])[CH:11]([CH3:13])[CH3:12].C[Si](C)(C)[N-][Si](C)(C)C.[Li+].O1CCCC1>>[CH3:9][O:8][C:4]1[N:3]=[C:2]([NH:14][CH2:10][CH:11]([CH3:13])[CH3:12])[CH:7]=[CH:6][CH:5]=1 |f:2.3|. Procedure: To a mixture of 2-chloro-6-methoxypyridine (357 μL, 3 mmol), isobutylamine (596 μL, 6.00 mmol) and Caddick's Catalyst (prepared according to the literature reference Org. Biomol. Chem. 2008, 6, 2820) (35.3 mg, 0.060 mmol) under nitrogen, was added lithium hexamethyldisilazide in tetrahydrofuran (THF) (1 M, 3.750 mL, 3.75 mmol). This was warmed to 70° C. and stirred overnight, then cooled for analysis. The reaction was then further heated by microwaves to 150° C. for 30 minutes. After cooling, pu... The reactants are ClC1=C(C(=CC=C1)Cl)NC(=S)NC(N(CC)CC)=O (1-(2,6-dichlorophenyl)-3-(N,N-diethylcarbamyl) thiourea), IC (iodomethane). Solvent: CO (methanol). Product: [I-].ClC1=C(C(=CC=C1)Cl)[NH+]=C(SC)NC(N(CC)CC)=O (1-(2,6-dichlorophenyl)-3-(N,N-diethylcarbamyl)-2-methylthiouronium iodide). As a reaction SMILES: [Cl:1][C:2]1[CH:7]=[CH:6][CH:5]=[C:4]([Cl:8])[C:3]=1[NH:9][C:10]([NH:12][C:13](=[O:19])[N:14]([CH2:17][CH3:18])[CH2:15][CH3:16])=[S:11].[I:20][CH3:21]>CO>[I-:20].[Cl:1][C:2]1[CH:7]=[CH:6][CH:5]=[C:4]([Cl:8])[C:3]=1[NH+:9]=[C:10]([NH:12][C:13](=[O:19])[N:14]([CH2:17][CH3:18])[CH2:15][CH3:16])[S:11][CH3:21] |f:3.4|. Procedure details: (0.1 mole) of 1-(2,6-dichlorophenyl)-3-(N,N-diethylcarbamyl) thiourea is combined with 200 ml of methanol and 14.1 g (0.1 mole) of iodomethane and refluxed for 4 hours. This is then evaporated to dryness and 100 ml of hexane is added. The mixture is filtered to obtain 1-(2,6-dichlorophenyl)-3-(N,N-diethylcarbamyl)-2-methylthiouronium iodide. As a reaction SMILES: [C:26](=[O:27])([O-:28])[O-:29].[Cs+:30].[Cs+:31].[F:18][c:19]1[n:20][cH:21][cH:22][c:23]([F:25])[cH:24]1.[O:33]=[CH:34][N:35]([CH3:36])[CH3:37].[OH2:32].[OH:1][CH:2]1[CH2:3][N:4]([c:6]2[cH:7][cH:8][c:9]([CH:12]([CH3:13])[NH:14][C:15]([CH3:16])=[O:17])[cH:10][cH:11]2)[CH2:5]1>>[O:1]([CH:2]1[CH2:3][N:4]([c:6]2[cH:7][cH:8][c:9]([CH:12]([CH3:13])[NH:14][C:15]([CH3:16])=[O:17])[cH:10][cH:11]2)[CH2:5]1)[c:23]1[cH:22][cH:21][n:20][c:19]([F:18])[cH:24]1. The reactants are O=C([O-])[O-], [Cs+], [Cs+], Fc1ccnc(F)c1, CN(C)C=O, O, CC(=O)NC(C)c1ccc(N2CC(O)C2)cc1. Yields the product CC(=O)NC(C)c1ccc(N2CC(Oc3ccnc(F)c3)C2)cc1. Starting materials: C(C)(C)(C)C1=CC(=C(C(=C1)C(C)(C)C)O)CC=CC1=CC=CC=C1 (4,6-Di-t-butyl-2-cinnamylphenol), [H][H] (hydrogen). The reagents and catalysts are [Pd] (palladium on charcoal). Solvent: O1CCCC1 (tetrahydrofuran). Product: C(C)(C)(C)C1=CC(=C(C(=C1)C(C)(C)C)O)CCCC1=CC=CC=C1 (4,6-Di-t-butyl-2-dihydrocinnamylphenol). RXN SMILES: [C:1]([C:5]1[CH:10]=[C:9]([C:11]([CH3:14])([CH3:13])[CH3:12])[C:8]([OH:15])=[C:7]([CH2:16][CH:17]=[CH:18][C:19]2[CH:24]=[CH:23][CH:22]=[CH:21][CH:20]=2)[CH:6]=1)([CH3:4])([CH3:3])[CH3:2].[H][H]>O1CCCC1.[Pd]>[C:1]([C:5]1[CH:10]=[C:9]([C:11]([CH3:14])([CH3:13])[CH3:12])[C:8]([OH:15])=[C:7]([CH2:16][CH2:17][CH2:18][C:19]2[CH:20]=[CH:21][CH:22]=[CH:23][CH:24]=2)[CH:6]=1)([CH3:2])([CH3:3])[CH3:4]. Procedure: 4,6-Di-t-butyl-2-cinnamylphenol (11.0 g., prepared as described in Example 1) was hydrogenated at room temperature and pressure in tetrahydrofuran (100 ml.) in the presence of 5% palladium on charcoal. The reaction was allowed to proceed until uptake of hydrogen ceased. The mixture was filtered and the filtrate evaporated to an oil. Distillation of the oil gave the desired compound as a colorless oil, b.p. 186°-187°C. at 0.5 mm. Hg. The nmr spectrum at 100 MHz in CDCl3 exhibited absorbances as f...